Dataset: the Open Reaction Database (ORD), a public repository of structured organic reaction records. Task: describe an organic reaction: reactants, conditions, products, and yield Starting materials: hydrochloride salt, N (NH3), ON=C(C=1C=NC=NC1)Cl (N-Hydroxypyrimidine-5-carbimidoyl chloride), C(#C)C1=CC=CC=C1 (1-ethynyl-benzene). Product: C1(=CC=CC=C1)C1=CC(=NO1)C=1C=NC=NC1 (5-Phenyl-3-(pyrimidin-5-yl)isoxazole). Reaction SMILES: [OH:1][N:2]=[C:3](Cl)[C:4]1[CH:5]=[N:6][CH:7]=[N:8][CH:9]=1.[C:11]([C:13]1[CH:18]=[CH:17][CH:16]=[CH:15][CH:14]=1)#[CH:12].N>>[C:13]1([C:11]2[O:1][N:2]=[C:3]([C:4]3[CH:5]=[N:6][CH:7]=[N:8][CH:9]=3)[CH:12]=2)[CH:18]=[CH:17][CH:16]=[CH:15][CH:14]=1. Procedure: The titled compound was prepared as the hydrochloride salt according to Method CB using the product of Example 44B (79 mg, 0.5 mmol) and 1-ethynyl-benzene (Aldrich, 52 mg, 0.5 mmol). 1H NMR (300 MHz, DMSO-d6) δ 7.47-7.70 (m, 3H), 7.78 (s, 1H), 7.87-7.98 (m, 2H), 9.34 (s, 2H), 9.35 (s, 1H) ppm; MS (DCI/NH3) m/z 224 (M+H)+. Starting materials: CNC (dimethylamine), ClCCN1C(SC(C1=O)CCCCCCCCC)C=1C=NC=CC1 (3-(2-chloroethyl)-5-(n-nonyl)-2-(3-pyridyl)thiazolidin-4-one). Run in CS(=O)C (dimethylsulfoxide). Reaction conditions: temperature 100 celsius. The product is CN(CCN1C(SC(C1=O)CCCCCCCCC)C=1C=NC=CC1)C (3-(2-dimethylaminoethyl)-5-(n-nonyl)-2-(3-pyridyl)thiazolidin-4-one). Yield: 99.1%. RXN SMILES: [CH3:1][NH:2][CH3:3].Cl[CH2:5][CH2:6][N:7]1[C:11](=[O:12])[CH:10]([CH2:13][CH2:14][CH2:15][CH2:16][CH2:17][CH2:18][CH2:19][CH2:20][CH3:21])[S:9][CH:8]1[C:22]1[CH:23]=[N:24][CH:25]=[CH:26][CH:27]=1>CS(C)=O>[CH3:1][N:2]([CH3:3])[CH2:5][CH2:6][N:7]1[C:11](=[O:12])[CH:10]([CH2:13][CH2:14][CH2:15][CH2:16][CH2:17][CH2:18][CH2:19][CH2:20][CH3:21])[S:9][CH:8]1[C:22]1[CH:23]=[N:24][CH:25]=[CH:26][CH:27]=1. Procedure: A 50% aqueous dimethylamine solution (1.0 ml, 11 mmol) was added to a solution of trans-isomer (128 mg, 0.35 mmol) of 3-(2-chloroethyl)-5-(n-nonyl)-2-(3-pyridyl)thiazolidin-4-one in dimethylsulfoxide (3 ml). The mixture, placed in a sealed tube, was heated at 100° C. for 2 hours. After removal of the solvent by evaporation under reduced pressure, the residue was dissolved in chloroform (30 ml). The solution was washed twice with saturated aqueous NaHCO3 and dried. Removal of the chloroform gave ... As a reaction SMILES: [NH2:1][C:2](=[N:20][N+:21]([O-:23])=[O:22])[NH:3][CH2:4][CH2:5][CH2:6][C@H:7]([C:9]([NH:11][CH2:12][C:13]1[CH:18]=[CH:17][C:16]([OH:19])=[CH:15][CH:14]=1)=[O:10])[NH2:8].[CH2:24]([CH:27]([CH2:31][CH2:32][CH3:33])[C:28](O)=[O:29])[CH2:25][CH3:26].CN(C(ON1N=NC2C=CC=CC1=2)=[N+](C)C)C.[B-](F)(F)(F)F>O1CCCC1>[NH2:1][C:2](=[N:20][N+:21]([O-:23])=[O:22])[NH:3][CH2:4][CH2:5][CH2:6][C@H:7]([C:9]([NH:11][CH2:12][C:13]1[CH:14]=[CH:15][C:16]([OH:19])=[CH:17][CH:18]=1)=[O:10])[NH:8][C:28](=[O:29])[CH:27]([CH2:31][CH2:32][CH3:33])[CH2:24][CH2:25][CH3:26] |f:2.3|. The product is NC(NCCC[C@@H](NC(C(CCC)CCC)=O)C(=O)NCC1=CC=C(C=C1)O)=N[N+](=O)[O-] ((R)-N5 -[Amino(nitroimino)methyl]-N-[(4-hydroxyphenyl)methyl]-N2 -(1-oxo-2-propylpentyl)-ornithinamide). Procedure details: Prepared analogously to Example 5d), but using tetrahydrofuran instead of acetonitrile, from (R)-N5 -[amino(nitroimino)methyl]-N-[(4-hydroxyphenyl)methyl]-ornithinamide, 2-propyl-pentanoic acid and TBTU in a yield of 65% of theory. Colourless crystalline substance which was further processed without purification. Reactants: NC(NCCC[C@@H](N)C(=O)NCC1=CC=C(C=C1)O)=N[N+](=O)[O-] ((R)-N5 -[amino(nitroimino)methyl]-N-[(4-hydroxyphenyl)methyl]-ornithinamide), C(CC)C(C(=O)O)CCC (2-propyl-pentanoic acid), CN(C)C(=[N+](C)C)ON1C2=C(C=CC=C2)N=N1.[B-](F)(F)(F)F (TBTU). Run in O1CCCC1 (tetrahydrofuran). Isolated yield 65.0%.